This data is from the Open Reaction Database (ORD), a public repository of structured organic reaction records. The task is: describe an organic reaction: reactants, conditions, products, and yield Reactants: C(C)(C)[C@]1(C[C@@H](CC1)NC(OC(C)(C)C)=O)C(=O)N1CCN(CC1)C1=NC(=CC=C1)C(F)(F)F (tert-Butyl [(1R,3S)-3-isopropyl-3-(4-[6-(trifluoromethyl)pyridin-2-yl]piperazin-1-ylcarbonyl)cyclopentyl]carbamate), Cl (HCl). Solvent: solution, O1CCOCC1 (1,4-dioxane). Conditions: time 1 hour. Yields the product Cl.Cl.C(C)(C)[C@]1(C[C@@H](CC1)N)C(=O)N1CCN(CC1)C1=NC(=CC=C1)C(F)(F)F ((1R,3S)-3-Isopropyl-3-(4-[6-(trifluoromethyl)pyridin-2-yl]piperazin-1-ylcarbonyl)cyclopentanamine dihydrochloride). RXN SMILES: [CH:1]([C@:4]1([C:17]([N:19]2[CH2:24][CH2:23][N:22]([C:25]3[CH:30]=[CH:29][CH:28]=[C:27]([C:31]([F:34])([F:33])[F:32])[N:26]=3)[CH2:21][CH2:20]2)=[O:18])[CH2:8][CH2:7][C@@H:6]([NH:9]C(=O)OC(C)(C)C)[CH2:5]1)([CH3:3])[CH3:2].[ClH:35]>O1CCOCC1>[ClH:35].[ClH:35].[CH:1]([C@:4]1([C:17]([N:19]2[CH2:24][CH2:23][N:22]([C:25]3[CH:30]=[CH:29][CH:28]=[C:27]([C:31]([F:34])([F:32])[F:33])[N:26]=3)[CH2:21][CH2:20]2)=[O:18])[CH2:8][CH2:7][C@@H:6]([NH2:9])[CH2:5]1)([CH3:3])[CH3:2] |f:3.4.5|. Procedure details: tert-Butyl [(1R,3S)-3-isopropyl-3-(4-[6-(trifluoromethyl)pyridin-2-yl]piperazin-1-ylcarbonyl)cyclopentyl]carbamate (300 mg, 0.62 mmol) was dissolved in a 4.0 M solution of HCl in 1,4-dioxane (10 mL). After being stirred at room temperature for 1 h, the solution was concentrated to give 260 mg of desired product. MS calculated for C19H27F3N4O: (M+H) 385.2; found 385.2. The reactants are CCOC(=O)Oc1ccc(C=CC=CC(=O)NCC=C(C)CCC=C(C)C)cc1OC, CO, Cl, [Na+], [OH-]. RXN SMILES: [CH2:1]([CH:2]=[C:3]([CH3:4])[CH2:5][CH2:6][CH:7]=[C:8]([CH3:9])[CH3:10])[NH:11][C:12]([CH:13]=[CH:14][CH:15]=[CH:16][c:17]1[cH:18][c:19]([O:29][CH3:30])[c:20]([O:23][C:24]([O:25][CH2:26][CH3:27])=[O:28])[cH:21][cH:22]1)=[O:31].[CH3:35][OH:36].[ClH:34].[Na+:33].[OH-:32]>>[CH2:1]([CH:2]=[C:3]([CH3:4])[CH2:5][CH2:6][CH:7]=[C:8]([CH3:9])[CH3:10])[NH:11][C:12]([CH:13]=[CH:14][CH:15]=[CH:16][c:17]1[cH:18][c:19]([O:29][CH3:30])[c:20]([OH:23])[cH:21][cH:22]1)=[O:31]. Product: COc1cc(C=CC=CC(=O)NCC=C(C)CCC=C(C)C)ccc1O. Starting materials: C1(=CC=C(C=C1)S(=O)(=O)NC(NC=1SC=C(N1)C(C(=O)OCC)=O)=O)C (ethyl 2-(3-p-toluenesulfonylureido)thiazol-4-ylglyoxylate), S1C(=S)N(C(=O)C1)CC(=O)O (rhodanine-3-acetic acid), [Cl-].[NH4+] (ammonium chloride), N (ammonia). Run in C(C)O (ethanol). Yields the product O.C(C)OC(=O)C(C=1N=C(SC1)NC(=O)NS(=O)(=O)C1=CC=C(C=C1)C)=C1C(N(C(S1)=S)CC(=O)O)=O (5-{1-Ethoxycarbonyl-1-[2-(3-p-toluenesulfonylureido)thiazol-4-yl]methylene}rhodanine-3-acetic acid monohydrate). RXN SMILES: [C:1]1([CH3:26])[CH:6]=[CH:5][C:4]([S:7]([NH:10][C:11](=[O:25])[NH:12][C:13]2[S:14][CH:15]=[C:16]([C:18](=O)[C:19]([O:21][CH2:22][CH3:23])=[O:20])[N:17]=2)(=[O:9])=[O:8])=[CH:3][CH:2]=1.[S:27]1[CH2:33][C:31](=[O:32])[N:30]([CH2:34][C:35]([OH:37])=[O:36])[C:28]1=[S:29].[Cl-].[NH4+].N>C(O)C>[OH2:8].[CH2:22]([O:21][C:19]([C:18](=[C:33]1[S:27][C:28](=[S:29])[N:30]([CH2:34][C:35]([OH:37])=[O:36])[C:31]1=[O:32])[C:16]1[N:17]=[C:13]([NH:12][C:11]([NH:10][S:7]([C:4]2[CH:5]=[CH:6][C:1]([CH3:26])=[CH:2][CH:3]=2)(=[O:9])=[O:8])=[O:25])[S:14][CH:15]=1)=[O:20])[CH3:23] |f:2.3,6.7|. Procedure: Following a procedure similar to that described in Example 1, the desired compound was prepared from 4 g of ethyl 2-(3-p-toluenesulfonylureido)thiazol-4-ylglyoxylate, 2 g of rhodanine-3-acetic acid, 1 g of ammonium chloride, 1 ml of 28% v/v aqueous ammonia and 10 ml of ethanol. The resulting product was a yellow powder having the following physical properties. Reactants: C(CCCCCCCCCCCCCCC)NC1=CC=C(C=C1)CC(C(=O)OC)=O (methyl (4-hexadecylaminophenyl)pyruvate), [OH-].[K+] (potassium hydroxide), C(C)O (ethanol), O (water). Run in C(C)(=O)O (acetic acid). The product is C(CCCCCCCCCCCCCCC)NC1=CC=C(C=C1)CC(C(=O)O)=O ((4-hexadecylaminophenyl)pyruvic acid). As a reaction SMILES: [CH2:1]([NH:17][C:18]1[CH:23]=[CH:22][C:21]([CH2:24][C:25](=[O:30])[C:26]([O:28]C)=[O:27])=[CH:20][CH:19]=1)[CH2:2][CH2:3][CH2:4][CH2:5][CH2:6][CH2:7][CH2:8][CH2:9][CH2:10][CH2:11][CH2:12][CH2:13][CH2:14][CH2:15][CH3:16].[OH-].[K+].C(O)C.O>C(O)(=O)C>[CH2:1]([NH:17][C:18]1[CH:19]=[CH:20][C:21]([CH2:24][C:25](=[O:30])[C:26]([OH:28])=[O:27])=[CH:22][CH:23]=1)[CH2:2][CH2:3][CH2:4][CH2:5][CH2:6][CH2:7][CH2:8][CH2:9][CH2:10][CH2:11][CH2:12][CH2:13][CH2:14][CH2:15][CH3:16] |f:1.2|. Procedure details: A mixture of 5 g. of methyl (4-hexadecylaminophenyl)pyruvate, 5 g. of potassium hydroxide and 50 ml. of a 1:1 ethanol:water solution is heated to 50° for 3 hrs. While hot, the reaction mixture is neutralized with acetic acid and cooled. The precipitate is collected, dried and recrystallized, yielding (4-hexadecylaminophenyl)pyruvic acid. The reactants are ClC1=NC=2CCCCC2C=2N1C=C(N2)C2=C(C=CC=C2)F (5-Chloro-2-(2-fluorophenyl)-7,8,9,10-tetrahydro-imidazo[1,2-c]-quinazoline), CO (methanol), [Na] (sodium), [Na] (sodium). The solvent is C(C)(=O)O (acetic acid). The product is COC1=NC=2CCCCC2C=2N1C=C(N2)C2=C(C=CC=C2)F (5-Methoxy-2-(2-fluorophenyl)-7,8,9,10-tetrahydro-imidazo[1,2-c]-quinazoline). As a reaction SMILES: [CH3:1][OH:2].[Na].Cl[C:5]1[N:14]2[CH:15]=[C:16]([C:18]3[CH:23]=[CH:22][CH:21]=[CH:20][C:19]=3[F:24])[N:17]=[C:13]2[C:12]2[CH2:11][CH2:10][CH2:9][CH2:8][C:7]=2[N:6]=1>C(O)(=O)C>[CH3:1][O:2][C:5]1[N:14]2[CH:15]=[C:16]([C:18]3[CH:23]=[CH:22][CH:21]=[CH:20][C:19]=3[F:24])[N:17]=[C:13]2[C:12]2[CH2:11][CH2:10][CH2:9][CH2:8][C:7]=2[N:6]=1 |^1:2|. Procedure details: To 10 mL anhydrous methanol was added 100 mg of sodium, and the mixture was stirred to ensure all the sodium had dissolved. Next, 5-Chloro-2-(2-fluorophenyl)-7,8,9,10-tetrahydro-imidazo[1,2-c]-quinazoline (200 mg) was added and the mixture refluxed for 1 h. To this mixture was added 2 mL of acetic acid and the solvent was then removed under reduced pressure. The resulting solid was recrystallized from ethanol and collected to yield 5-Methoxy-2-(2-fluorophenyl)-7,8,9,10-tetrahydro-imidazo[1,2-c]-...